The task is: describe an organic reaction: reactants, conditions, products, and yield. This data is from the Open Reaction Database (ORD), a public repository of structured organic reaction records. Reactants: ClC(Cl)Cl, CCCC(=O)N1CCCC(CO)C1, O=S(Cl)Cl. Yields the product CCCC(=O)N1CCCC(CCl)C1. RXN SMILES: [CH:18]([Cl:19])([Cl:20])[Cl:21].[OH:1][CH2:2][CH:3]1[CH2:4][N:5]([C:9]([CH2:10][CH2:11][CH3:12])=[O:13])[CH2:6][CH2:7][CH2:8]1.[S:14]([Cl:15])([Cl:16])=[O:17]>>[CH2:2]([CH:3]1[CH2:4][N:5]([C:9]([CH2:10][CH2:11][CH3:12])=[O:13])[CH2:6][CH2:7][CH2:8]1)[Cl:16].